From a dataset of the Open Reaction Database (ORD), a public repository of structured organic reaction records. describe an organic reaction: reactants, conditions, products, and yield Reactants: N[C@@H]1CCC=2N(C3=CC=CC=C3C2CC(=O)OCCC)C1 (propyl [(7R)-7-amino-6,7,8,9-tetrahydropyrido[1,2-a]indol-10-yl]acetate), C(#N)[BH3-].[Na+] (sodium cyanoborohydride), C(C)(=O)O (acetic acid), FC1=CC=C(C=O)C=C1 (4-Fluorobenzaldehyde). Solvent: CO (MeOH), CO (MeOH). Run at time 8 hour. Product: FC1=CC=C(CN([C@@H]2CCC=3N(C4=CC=CC=C4C3CC(=O)O)C2)C(CC2=CC=C(C=C2)F)=O)C=C1 (((7R)-7-{(4-fluorobenzyl)[(4-fluorophenyl)acetyl]amino}-6,7,8,9-tetrahydropyrido[1,2-a]indol-10-yl)acetic acid). RXN SMILES: [F:1][C:2]1[CH:9]=[CH:8][C:5]([CH:6]=O)=[CH:4][CH:3]=1.[NH2:10][C@H:11]1[CH2:30][N:15]2[C:16]3[C:21]([C:22]([CH2:23][C:24]([O:26]CCC)=[O:25])=[C:14]2[CH2:13][CH2:12]1)=[CH:20][CH:19]=[CH:18][CH:17]=3.C([BH3-])#N.[Na+].[C:35]([OH:38])(=O)[CH3:36]>CO>[F:1][C:2]1[CH:9]=[CH:8][C:5]([CH2:6][N:10]([C:35](=[O:38])[CH2:36][C:5]2[CH:8]=[CH:9][C:2]([F:1])=[CH:3][CH:4]=2)[C@H:11]2[CH2:30][N:15]3[C:16]4[C:21]([C:22]([CH2:23][C:24]([OH:26])=[O:25])=[C:14]3[CH2:13][CH2:12]2)=[CH:20][CH:19]=[CH:18][CH:17]=4)=[CH:4][CH:3]=1 |f:2.3|. Procedure: 4-Fluorobenzaldehyde (43.0 μL) was dissolved in MeOH (3.0 mL) and then propyl [(7R)-7-amino-6,7,8,9-tetrahydropyrido[1,2-a]indol-10-yl]acetate (231 mg) in MeOH (2.0 mL), sodium cyanoborohydride (50.6 mg) and acetic acid (92.0 μL) were added. The reaction mixture was stirred for overnight at room temperature then quenched with NaOH (1N). The aqueous phase was extracted with EtOAc. The organic layers were washed with brine, dried over magnesium sulfate, filtered and the solvent was evaporated unde... Procedure details: The same operation as in Reference Example 9 was carried out by using allyl (1R,3R,5S,6S)-6-[(R)-1-allyloxycarbonyloxyethyl]-1-methyl-2-oxo-1-carbapenam-3-carboxylate (700 mg, 2 mmol) and (2S,4S)-N-allyloxycarbonyl-2-hydroxymethyl-4-mercaptopyrrolidine (the compound obtained in Reference Example 1; 470 mg, 1.8 mmol) to obtain the title compound (410 mg, 37% yield). Reactants: C(C=C)OC(=O)O[C@H](C)[C@@H]1[C@H]2N([C@H](C([C@@H]2C)=O)C(=O)OCC=C)C1=O (allyl (1R,3R,5S,6S)-6-[(R)-1-allyloxycarbonyloxyethyl]-1-methyl-2-oxo-1-carbapenam-3-carboxylate), C(C=C)OC(=O)N1[C@@H](C[C@@H](C1)S)CO ((2S,4S)-N-allyloxycarbonyl-2-hydroxymethyl-4-mercaptopyrrolidine). The yield is 37.0%. As a reaction SMILES: [CH2:1]([O:4][C:5]([O:7][C@@H:8]([C@H:10]1[C:24](=[O:25])[N:12]2[C@@H:13]([C:18]([O:20][CH2:21][CH:22]=[CH2:23])=[O:19])[C:14](=O)[C@H:15]([CH3:16])[C@@H:11]12)[CH3:9])=[O:6])[CH:2]=[CH2:3].[CH2:26]([O:29][C:30]([N:32]1[CH2:36][C@@H:35]([SH:37])[CH2:34][C@H:33]1[CH2:38][OH:39])=[O:31])[CH:27]=[CH2:28]>>[CH2:26]([O:29][C:30]([N:32]1[CH2:36][C@@H:35]([S:37][C:14]2[C@H:15]([CH3:16])[C@@H:11]3[C@@H:10]([C@H:8]([O:7][C:5]([O:4][CH2:1][CH:2]=[CH2:3])=[O:6])[CH3:9])[C:24](=[O:25])[N:12]3[C:13]=2[C:18]([O:20][CH2:21][CH:22]=[CH2:23])=[O:19])[CH2:34][C@H:33]1[CH2:38][OH:39])=[O:31])[CH:27]=[CH2:28]. Product: C(C=C)OC(=O)N1[C@@H](C[C@@H](C1)SC=1[C@@H]([C@H]2N(C1C(=O)OCC=C)C([C@@H]2[C@@H](C)OC(=O)OCC=C)=O)C)CO (Allyl (1R,5S,6S)-2-[(2S,4S)-N-allyloxycarbonyl-2-hydroxymethylpyrrolidin-4-ylthio]-6-[(R)-1-allyloxycarbonyloxyethyl]-1-methyl-1-carbapen-2-em-3-carboxylate). Starting materials: COC(=O)C(Oc1nc(OC)cc(OC)n1)C(OC)(c1ccccc1)c1ccccc1, [K+], C1COCCO1, [OH-], O. Product: COc1cc(OC)nc(OC(C(=O)O)C(OC)(c2ccccc2)c2ccccc2)n1. As a reaction SMILES: [CH3:1][O:2][c:3]1[n:4][c:5]([O:11][CH:12]([C:13](=[O:14])[O:15][CH3:16])[C:17]([c:18]2[cH:19][cH:20][cH:21][cH:22][cH:23]2)([c:24]2[cH:25][cH:26][cH:27][cH:28][cH:29]2)[O:30][CH3:31])[n:6][c:7]([O:9][CH3:10])[cH:8]1.[K+:33].[O:34]1[CH2:35][CH2:36][O:37][CH2:38][CH2:39]1.[OH-:32].[OH2:40]>>[CH3:1][O:2][c:3]1[n:4][c:5]([O:11][CH:12]([C:13](=[O:14])[OH:15])[C:17]([c:18]2[cH:19][cH:20][cH:21][cH:22][cH:23]2)([c:24]2[cH:25][cH:26][cH:27][cH:28][cH:29]2)[O:30][CH3:31])[n:6][c:7]([O:9][CH3:10])[cH:8]1. The reactants are C(C)(C)(C)OC(=O)N1CCC(CC1)NC1=NC=C(C(=N1)C(F)(F)F)C(NC1=CC=C(C=C1)Cl)=O (4-[5-(4-chloro-phenylcarbamoyl)-4-trifluoromethyl-pyrimidin-2-ylamino]-piperidine-1-carboxylic acid tert-butyl ester). The solvent is Cl (HCl), O1CCOCC1 (dioxane). Yields the product Cl.Cl.ClC1=CC=C(C=C1)NC(=O)C=1C(=NC(=NC1)NC1CCNCC1)C(F)(F)F (2-(Piperidin-4-ylamino)-4-trifluoromethyl-pyrimidine-5-carboxylic acid (4-chloro-phenyl)-amide dihydrochloride). As a reaction SMILES: C(OC([N:8]1[CH2:13][CH2:12][CH:11]([NH:14][C:15]2[N:20]=[C:19]([C:21]([F:24])([F:23])[F:22])[C:18]([C:25](=[O:34])[NH:26][C:27]3[CH:32]=[CH:31][C:30]([Cl:33])=[CH:29][CH:28]=3)=[CH:17][N:16]=2)[CH2:10][CH2:9]1)=O)(C)(C)C>Cl.O1CCOCC1>[ClH:33].[ClH:33].[Cl:33][C:30]1[CH:31]=[CH:32][C:27]([NH:26][C:25]([C:18]2[C:19]([C:21]([F:22])([F:23])[F:24])=[N:20][C:15]([NH:14][CH:11]3[CH2:12][CH2:13][NH:8][CH2:9][CH2:10]3)=[N:16][CH:17]=2)=[O:34])=[CH:28][CH:29]=1 |f:3.4.5|. Procedure details: A solution of 4-[5-(4-chloro-phenylcarbamoyl)-4-trifluoromethyl-pyrimidin-2-ylamino]-piperidine-1-carboxylic acid tert-butyl ester (1.0 g, 2.00 mmol) in 4 M HCl in dioxane (20 mL) was stirred at rt for 2 h. The solvent was removed under reduced pressure and the crude product used in the consecutive step without further purification assuming quantitative deprotection and formation of the dihydrochloride salt. MS (ISP): 400.1 [M+H]+.